From a dataset of the Open Reaction Database (ORD), a public repository of structured organic reaction records. describe an organic reaction: reactants, conditions, products, and yield The reactants are P(=O)(Cl)(Cl)Cl (Phosphorus oxychloride), C(C1=CC=CC=C1)ON=C(C(=O)O)C=1N=C(SC1)N (2-benzyloxyimino-2-(2-aminothiazol-4-yl)acetic acid), C[Si](C)(C)CC(=O)N (trimethylsilylacetamide), NC1[C@@H]2N(C(=C(CS2)CSC2=NN=NN2CC=C)C(=O)O)C1=O (7-amino-3-(1-allyl-1H-tetrazol-5-yl)thiomethyl-3-cephem-4-carboxylic acid), P(=O)(Cl)(Cl)Cl (Phosphorus oxychloride), C[Si](C)(C)CC(=O)N (Trimethylsilylacetamide). Run in O1CCCC1 (tetrahydrofuran), C(C)(=O)OCC (ethyl acetate), O1CCCC1 (tetrahydrofuran), CN(C=O)C (dimethylformamide), C(C)(=O)OCC (ethyl acetate), O (water). Reaction conditions: time 15 minute. Yields the product C(C1=CC=CC=C1)ON=C(C(=O)NC1[C@@H]2N(C(=C(CS2)CSC2=NN=NN2CC=C)C(=O)O)C1=O)C=1N=C(SC1)N (7-[2-benzyloxyimino-2-(2-aminothiazol-4-yl)acetamido]-3-(1-allyl-1H-tetrazol-5-yl)thiomethyl-3-cephem-4-carboxylic acid). Isolated yield 27.4%. RXN SMILES: P(Cl)(Cl)(Cl)=O.[CH2:6]([O:13][N:14]=[C:15]([C:19]1[N:20]=[C:21]([NH2:24])[S:22][CH:23]=1)[C:16]([OH:18])=O)[C:7]1[CH:12]=[CH:11][CH:10]=[CH:9][CH:8]=1.C[Si](CC(N)=O)(C)C.[NH2:33][CH:34]1[C:54](=[O:55])[N:36]2[C:37]([C:51]([OH:53])=[O:52])=[C:38]([CH2:41][S:42][C:43]3[N:47]([CH2:48][CH:49]=[CH2:50])[N:46]=[N:45][N:44]=3)[CH2:39][S:40][C@H:35]12>O1CCCC1.C(OCC)(=O)C.O.CN(C)C=O>[CH2:6]([O:13][N:14]=[C:15]([C:19]1[N:20]=[C:21]([NH2:24])[S:22][CH:23]=1)[C:16]([NH:33][CH:34]1[C:54](=[O:55])[N:36]2[C:37]([C:51]([OH:53])=[O:52])=[C:38]([CH2:41][S:42][C:43]3[N:47]([CH2:48][CH:49]=[CH2:50])[N:46]=[N:45][N:44]=3)[CH2:39][S:40][C@H:35]12)=[O:18])[C:7]1[CH:8]=[CH:9][CH:10]=[CH:11][CH:12]=1. Reported procedure: Phosphorus oxychloride (1.0 g) was added at a time to a suspension of 2-benzyloxyimino-2-(2-aminothiazol-4-yl)acetic acid (syn isomer) (1.4 g) in dry tetrahydrofuran (14 ml) at 2° C. and the mixture was stirred for 15 minutes at 2° to 4° C. Trimethylsilylacetamide (1.0 g) was added dropwise thereto and the resulting mixture was stirred for 20 minutes at 2° to 6° C. Phosphorus oxychloride (1.0 g) was added thereto and the mixture was stirred for 20 minutes. Dry dimethylformamide (0.5 g) was added... Starting materials: O=C([O-])[O-], C=Cc1cccc(N)c1, O=[N+]([O-])c1cccnc1Cl, [K+], [K+], C1COCCO1. Product: C=Cc1cccc(Nc2ncccc2[N+](=O)[O-])c1. As a reaction SMILES: [C:20](=[O:21])([O-:22])[O-:23].[CH:1](=[CH2:2])[c:3]1[cH:4][c:5]([NH2:6])[cH:7][cH:8][cH:9]1.[Cl:10][c:11]1[n:12][cH:13][cH:14][cH:15][c:16]1[N+:17](=[O:18])[O-:19].[K+:24].[K+:25].[O:26]1[CH2:27][CH2:28][O:29][CH2:30][CH2:31]1>>[CH:1](=[CH2:2])[c:3]1[cH:4][c:5]([NH:6][c:11]2[n:12][cH:13][cH:14][cH:15][c:16]2[N+:17](=[O:18])[O-:19])[cH:7][cH:8][cH:9]1. The reactants are C(C1=CC=CC=C1)OC1=C(C=C(C=C1)OCC1=CC=CC=C1)OC(C)=O (acetic acid 2,5-bis(benzyloxy)phenyl ester), [OH-].[Na+] (sodium hydroxide). Solvent: C(C)O (ethanol). Yields the product C(C1=CC=CC=C1)OC1=C(C=C(C=C1)OCC1=CC=CC=C1)O (2,5-Bis(benzyloxy)phenol). As a reaction SMILES: [CH2:1]([O:8][C:9]1[CH:14]=[CH:13][C:12]([O:15][CH2:16][C:17]2[CH:22]=[CH:21][CH:20]=[CH:19][CH:18]=2)=[CH:11][C:10]=1[O:23]C(=O)C)[C:2]1[CH:7]=[CH:6][CH:5]=[CH:4][CH:3]=1.[OH-].[Na+]>C(O)C>[CH2:1]([O:8][C:9]1[CH:14]=[CH:13][C:12]([O:15][CH2:16][C:17]2[CH:22]=[CH:21][CH:20]=[CH:19][CH:18]=2)=[CH:11][C:10]=1[OH:23])[C:2]1[CH:3]=[CH:4][CH:5]=[CH:6][CH:7]=1 |f:1.2|. Reported procedure: A solution of acetic acid 2,5-bis(benzyloxy)phenyl ester (1.85 g) and 5M sodium hydroxide solution (10.6 ml) in ethanol (11 ml) was heated under reflux for 6.5 hrs. After ethanol was evaporated under reduced pressure the clear solution was made acidic with diluted hydrochloric acid. The precipitated product was collected by filtration, washed with cold water and dried under reduced pressure. Yield is 0.56 g. 1H NMR (DMSO-d6) δ=4.97 (s, 2H), 5.01 (s, 2H), 6.34 (dd, J=3.1, 8.8 Hz, 1H), 6.49(d, J=3... The reactants are CC=1C=C(C=C(C1)O)O (5-methylbenzene-1,3-diol), [Cl-].[NH4+] (ammonium chloride), [OH-].[NH4+] (ammonium hydroxide). Solvent: O (water). Conditions: temperature 180 celsius. The product is NC=1C=C(C=C(C1)C)O (3-amino-5-methylphenol). Reaction SMILES: [CH3:1][C:2]1[CH:3]=[C:4](O)[CH:5]=[C:6]([OH:8])[CH:7]=1.[Cl-].[NH4+:11].[OH-].[NH4+]>O>[NH2:11][C:4]1[CH:5]=[C:6]([OH:8])[CH:7]=[C:2]([CH3:1])[CH:3]=1 |f:1.2,3.4|. Reported procedure: A mixture of 5-methylbenzene-1,3-diol (6.0 g), ammonium chloride (3.0 g), water (9.0 mL), and ammonium hydroxide (6.8 mL, 33% in water) were sealed in a bomb and heated at 180° C. for 17 hours. The mixture was cooled to room temperature and the resulting precipitate collected by filtration. Crystallisation from water gave title compound, 1.7 g. Starting materials: COC(=O)C1=CN(C(C=C1)=O)CCNC(=O)C=1C=NC=CC1 (1,6-dihydro-1-[2-(3-pyridinylcarbonylamino)ethyl]-6-oxo-3-pyridinecarboxylic acid methyl ester), O (water), C([O-])([O-])=O.[Na+].[Na+] (sodium carbonate), C(C)(=O)O (acetic acid). Solvent: CO (methanol). Product: N1=CC(=CC=C1)C(=O)NCCN1C=C(C=CC1=O)C(=O)O (1,6-Dihydro-1-[2-(3-pyridinylcarbonylamino)ethyl]-6-oxo-3-pyridinecarboxylic acid). RXN SMILES: C[O:2][C:3]([C:5]1[CH:10]=[CH:9][C:8](=[O:11])[N:7]([CH2:12][CH2:13][NH:14][C:15]([C:17]2[CH:18]=[N:19][CH:20]=[CH:21][CH:22]=2)=[O:16])[CH:6]=1)=[O:4].O.C(=O)([O-])[O-].[Na+].[Na+].C(O)(=O)C>CO>[N:19]1[CH:20]=[CH:21][CH:22]=[C:17]([C:15]([NH:14][CH2:13][CH2:12][N:7]2[C:8](=[O:11])[CH:9]=[CH:10][C:5]([C:3]([OH:4])=[O:2])=[CH:6]2)=[O:16])[CH:18]=1 |f:2.3.4|. Procedure details: 1,6-dihydro-1-[2-(3-pyridinylcarbonylamino)ethyl]-6-oxo-3-pyridinecarboxylic acid methyl ester (0.39 g, 1.3 mmol) was hydrolysed in a mixture of methanol (3.9 ml), water (3.9 ml), and 15% aqueous sodium carbonate (3.9 ml) at 65°-70° C. for 1.5 hours. The solution was acidified (to pH 5.5 with acetic acid). The precipitated product was recovered by filtration, washed with water, and dried, MP: >295 ° C. Starting materials: COC(C(C)(C)OC1=NC(=CC=C1[N+](=O)[O-])Br)=O (2-(6-Bromo-3-nitro-pyridin-2-yloxy)-2-methyl-propionic acid methyl ester), [Sn] (tin), Cl (hydrochlorid). Run in O (water). Conditions: temperature 85 celsius, time 1 hour. The product is BrC=1C=CC2=C(OC(C(N2)=O)(C)C)N1 (6-Bromo-3,3-dimethyl-1H-pyrido[2,3-b][1,4]oxazin-2-one). Yield: 65.0%. As a reaction SMILES: C[O:2][C:3](=O)[C:4]([O:7][C:8]1[C:13]([N+:14]([O-])=O)=[CH:12][CH:11]=[C:10]([Br:17])[N:9]=1)([CH3:6])[CH3:5].[Sn].Cl>O>[Br:17][C:10]1[CH:11]=[CH:12][C:13]2[NH:14][C:3](=[O:2])[C:4]([CH3:6])([CH3:5])[O:7][C:8]=2[N:9]=1 |^3:18|. Procedure: To a solution of 640 mg 2-(6-Bromo-3-nitro-pyridin-2-yloxy)-2-methyl-propionic acid methyl ester and 542 mg tin powder were added dropwise 10 ml concentrated hydrochlorid acid upon cooling in an ice bath so that the reaction temperature did not exceed 40° C. The ice bath was then removed and the reaction mixture stirred at 85° C. for one hour. To the cooled reaction mixture was added 100 ml water. The precipitate was collected and dissolved in 300 ml ethyl acetate dried over MgSO4 then the ethyl... Starting materials: BrC=1CC2=CC=CC=C2C1 (2-bromoindene), BrC1=CC(=CC(=C1)C(C)(C)C)C(C)(C)C (1-Bromo-3,5-di-t-butylbenzene), [Br-].[Mg+2].[Br-] (Magnesium bromide), C(C)(C)(C)[Li] (t-Butyllithium). Isolated yield 69.6%. As a reaction SMILES: Br[C:2]1[CH:7]=[C:6]([C:8]([CH3:11])([CH3:10])[CH3:9])[CH:5]=[C:4]([C:12]([CH3:15])([CH3:14])[CH3:13])[CH:3]=1.C([Li])(C)(C)C.[Br-].[Mg+2].[Br-].Br[C:25]1[CH2:26][C:27]2[C:32]([CH:33]=1)=[CH:31][CH:30]=[CH:29][CH:28]=2>CCOCC>[C:12]([C:4]1[CH:3]=[C:2]([C:25]2[CH2:33][C:32]3[C:27]([CH:26]=2)=[CH:28][CH:29]=[CH:30][CH:31]=3)[CH:7]=[C:6]([C:8]([CH3:11])([CH3:10])[CH3:9])[CH:5]=1)([CH3:15])([CH3:14])[CH3:13] |f:2.3.4|. Reaction conditions: time 1 hour. Reported procedure: 1-Bromo-3,5-di-t-butylbenzene (47.2 g, 0.175 mol) was dissolved in ether (500 mL) and cooled to −70° C. t-Butyllithium (200 mL of 1.7 M solution in pentane, 0.34 mol) was added at −70° C. over a two hour period. The solution was allowed to warm to room temperature slowly. Magnesium bromide etherate (46.5 g, 0.18 mol) was added and the slurry was stirred for one hour. The mixture was then cooled to 5° C. and 2-bromoindene (34.2 g, 0.18 mol) was added. The mixture was warmed to room temperature an... The product is C(C)(C)(C)C=1C=C(C=C(C1)C(C)(C)C)C=1CC2=CC=CC=C2C1 (2-(3,5-di-t-Butylphenyl)indene). Run in CCOCC (ether).